This data is from the Open Reaction Database (ORD), a public repository of structured organic reaction records. The task is: describe an organic reaction: reactants, conditions, products, and yield Starting materials: C(=O)NN (formyl hydrazine), C1(=CC=CC=C1)C (toluene), C(C1=CC=CC=C1)O[C@H](C=O)C ((S)-2-(benzyloxy)propanal). Solvent: CO (methanol). Conditions: temperature 27.5 celsius, time 4 hour. The product is C(C1=CC=CC=C1)O[C@H](C=NNC=O)C ((S)—N′-(2-(benzyloxy)propylidene)formo hydrazide). As a reaction SMILES: [CH:1]([NH:3][NH2:4])=[O:2].C1(C)C=CC=CC=1.[CH2:12]([O:19][C@@H:20]([CH3:23])[CH:21]=O)[C:13]1[CH:18]=[CH:17][CH:16]=[CH:15][CH:14]=1>CO>[CH2:12]([O:19][C@@H:20]([CH3:23])[CH:21]=[N:4][NH:3][CH:1]=[O:2])[C:13]1[CH:18]=[CH:17][CH:16]=[CH:15][CH:14]=1. Procedure: To a pre-cooled solution of formyl hydrazine (40.3 g) in methanol (290 ml) at 0-5° C., toluene layer containing (S)-2-(benzyloxy)propanal compound of formula-15 obtained in step-b) was added. Slowly raised the temperature of reaction mixture to 25-30° C. and stirred for 4 hours at 25-30° C. After completion of the reaction, distilled off the solvent under reduced pressure to get title compound. Ethyl acetate (210 ml) was added to the obtained compound and stirred for 1 hour at 25-30° C. Filtered... Reactants: CC(C)(C)[Si](Cl)(c1ccccc1)c1ccccc1, CCC(CO)N1C(=O)CCC(c2cccc(Cl)c2)C1c1ccc(Cl)cn1, CN(C)C=O, c1c[nH]cn1. Yields the product CCC(CO[Si](c1ccccc1)(c1ccccc1)C(C)(C)C)N1C(=O)CCC(c2cccc(Cl)c2)C1c1ccc(Cl)cn1. As a reaction SMILES: [C:32]([CH3:33])([CH3:34])([CH3:35])[Si:36]([c:37]1[cH:38][cH:39][cH:40][cH:41][cH:42]1)([c:43]1[cH:44][cH:45][cH:46][cH:47][cH:48]1)[Cl:49].[Cl:1][c:2]1[cH:3][c:4]([CH:8]2[CH2:9][CH2:10][C:11](=[O:26])[N:12]([CH:21]([CH2:22][OH:23])[CH2:24][CH3:25])[CH:13]2[c:14]2[n:15][cH:16][c:17]([Cl:20])[cH:18][cH:19]2)[cH:5][cH:6][cH:7]1.[O:50]=[CH:51][N:52]([CH3:53])[CH3:54].[nH:27]1[cH:28][cH:29][n:30][cH:31]1>>[Cl:1][c:2]1[cH:3][c:4]([CH:8]2[CH2:9][CH2:10][C:11](=[O:26])[N:12]([CH:21]([CH2:22][O:23][Si:36]([C:32]([CH3:33])([CH3:34])[CH3:35])([c:37]3[cH:38][cH:39][cH:40][cH:41][cH:42]3)[c:43]3[cH:44][cH:45][cH:46][cH:47][cH:48]3)[CH2:24][CH3:25])[CH:13]2[c:14]2[n:15][cH:16][c:17]([Cl:20])[cH:18][cH:19]2)[cH:5][cH:6][cH:7]1. Reactants: C(C)(=O)OC(C)=O (acetic anhydride), C(#C)[C@]1([C@]2(CC)[C@@H](C=C1)[C@@H]1CCC3=CC(C[C@@H]([C@@H]3[C@H]1CC2)O)=O)O (17α-ethynyl-1α,17-dihydroxy-18-methyl-4,15-estradien-3-one), ice water. Solvent: N1=CC=CC=C1 (pyridine). Conditions: time 8 hour. Product: C(C)(=O)O[C@H]1CC(C=C2CC[C@H]3[C@@H]4C=C[C@@]([C@@]4(CC)CC[C@@H]3[C@@H]12)(O)C#C)=O (1α-acetoxy-17α-ethynyl-17-hydroxy-18-methyl-4,15-estradien-3-one). RXN SMILES: [C:1]([C@:3]1([OH:24])[CH:9]=[CH:8][C@H:7]2[C@H:10]3[C@H:19]([CH2:20][CH2:21][C@:4]12[CH2:5][CH3:6])[C@@H:18]1[C:13](=[CH:14][C:15](=[O:23])[CH2:16][C@@H:17]1[OH:22])[CH2:12][CH2:11]3)#[CH:2].[C:25](OC(=O)C)(=[O:27])[CH3:26]>N1C=CC=CC=1>[C:25]([O:22][C@@H:17]1[C@H:18]2[C:13]([CH2:12][CH2:11][C@@H:10]3[C@@H:19]2[CH2:20][CH2:21][C@@:4]2([CH2:5][CH3:6])[C@H:7]3[CH:8]=[CH:9][C@:3]2([C:1]#[CH:2])[OH:24])=[CH:14][C:15](=[O:23])[CH2:16]1)(=[O:27])[CH3:26]. Procedure details: 200 mg of 17α-ethynyl-1α,17-dihydroxy-18-methyl-4,15-estradien-3-one is dissolved in 10 ml of pyridine and combined under ice-cooling dropwise with 3 m of acetic anhydride. The solution is then allowed to warm up and agitated at room temperature overnight. Thereafter the reaction mixture is stirred into ice water, the precipitated, oily-crystalline product is vacuum-filtered, taken up in ethyl acetate, washed neutral, dried over Na2SO4, and concentrated to dryness under vacuum. The remaining res...